The task is: describe an organic reaction: reactants, conditions, products, and yield. This data is from the Open Reaction Database (ORD), a public repository of structured organic reaction records. The reactants are FC(C(=O)O)(F)F (Trifluoroacetic acid), COC(CC=1C=NC=C(C1)C1=C(C=C(C=C1)C(CC)(C1=CC(=C(C=C1)C#CC(C(F)(F)F)(C(F)(F)F)OCOC)C)CC)C)=O ([5-(4-{1-ethyl-1-[3-methyl-4-(4,4,4-trifluoro-3-methoxymethoxy-3-trifluoromethyl-1-butynyl)-phenyl]-propyl}-2-methyl-phenyl)-pyridin-3-yl]-acetic acid methyl ester), C([O-])(O)=O.[Na+] (sodium bicarbonate). Solvent: ClCCl (dichloromethane). Run at time 3 hour. Yields the product COC(CC=1C=NC=C(C1)C1=C(C=C(C=C1)C(CC)(C1=CC(=C(C=C1)C#CC(C(F)(F)F)(C(F)(F)F)O)C)CC)C)=O ([5-(4-{1-ethyl-1-[3-methyl-4-(4,4,4-trifluoro-3-hydroxy-3-trifluoromethyl-1-butynyl)-phenyl]-propyl}-2-methyl-phenyl)-pyridin-3-yl]-acetic Acid Methyl Ester). The yield is 102.4%. Reaction SMILES: FC(F)(F)C(O)=O.[CH3:8][O:9][C:10](=[O:52])[CH2:11][C:12]1[CH:13]=[N:14][CH:15]=[C:16]([C:18]2[CH:23]=[CH:22][C:21]([C:24]([CH2:49][CH3:50])([C:27]3[CH:32]=[CH:31][C:30]([C:33]#[C:34][C:35]([O:44]COC)([C:40]([F:43])([F:42])[F:41])[C:36]([F:39])([F:38])[F:37])=[C:29]([CH3:48])[CH:28]=3)[CH2:25][CH3:26])=[CH:20][C:19]=2[CH3:51])[CH:17]=1.C(=O)(O)[O-].[Na+]>ClCCl>[CH3:8][O:9][C:10](=[O:52])[CH2:11][C:12]1[CH:13]=[N:14][CH:15]=[C:16]([C:18]2[CH:23]=[CH:22][C:21]([C:24]([CH2:25][CH3:26])([C:27]3[CH:32]=[CH:31][C:30]([C:33]#[C:34][C:35]([OH:44])([C:36]([F:37])([F:39])[F:38])[C:40]([F:42])([F:43])[F:41])=[C:29]([CH3:48])[CH:28]=3)[CH2:49][CH3:50])=[CH:20][C:19]=2[CH3:51])[CH:17]=1 |f:2.3|. Reported procedure: Trifluoroacetic acid (0.20 mL) was added to a solution of [5-(4-{1-ethyl-1-[3-methyl-4-(4,4,4-trifluoro-3-methoxymethoxy-3-trifluoromethyl-1-butynyl)-phenyl]-propyl}-2-methyl-phenyl)-pyridin-3-yl]-acetic acid methyl ester (Example 80-(1); 36.0 mg, 0.0566 mmol) in dichloromethane (1.0 mL) at 0° C., and the mixture was stirred at room temperature for three hours. A saturated aqueous sodium bicarbonate solution was added to the reaction mixture, followed by extraction with ethyl acetate. The organi... Run in O (Water). RXN SMILES: [S:1](Cl)([C:4]1[C:16]2[CH:15]=[CH:14][CH:13]=[C:9]([N:10]([CH3:12])[CH3:11])[C:8]=2[CH:7]=[CH:6][CH:5]=1)(=[O:3])=[O:2].[Br:18][C:19]1[C:20]([CH3:36])=[N:21][O:22][C:23]=1[NH:24][S:25]([C:28]1[CH:32]=[CH:31][S:30][C:29]=1[C:33]([NH2:35])=[O:34])(=[O:27])=[O:26].[H-].[Na+]>O>[Br:18][C:19]1[C:20]([CH3:36])=[N:21][O:22][C:23]=1[NH:24][S:25]([C:28]1[CH:32]=[CH:31][S:30][C:29]=1[C:33]([NH:35][S:1]([C:4]1[C:16]2[C:8](=[C:9]([N:10]([CH3:12])[CH3:11])[CH:13]=[CH:14][CH:15]=2)[CH:7]=[CH:6][CH:5]=1)(=[O:3])=[O:2])=[O:34])(=[O:27])=[O:26] |f:2.3|. Procedure details: Dansylchloride (90.2 mg, 0.328 mmol) was added to a solution of N-(4-bromo-3-methyl-5-isoxazolyl)-2-(aminocarbonyl)thiophene-3-sulfonamide (Example 89) (100 mg, 0.273 mmol) and NaH (43.7 mg, 60% dispersion in mineral oil, 1.10 mmol). The reaction was stirred at room temperature for 1 hour. Water was added to quench the reaction and THF was stripped off on a rotavap. The aqueous residue was partitioned between 1N HCl and EtOAc. The organic layer was dried (MgSO4). The solid was filtered and the f... Starting materials: S(=O)(=O)(C1=CC=CC=2C(N(C)C)=CC=CC12)Cl (Dansylchloride), BrC=1C(=NOC1NS(=O)(=O)C1=C(SC=C1)C(=O)N)C (N-(4-bromo-3-methyl-5-isoxazolyl)-2-(aminocarbonyl)thiophene-3-sulfonamide), [H-].[Na+] (NaH). Reaction conditions: time 1 hour. Yield: 33.6%. The product is BrC=1C(=NOC1NS(=O)(=O)C1=C(SC=C1)C(=O)NS(=O)(=O)C1=CC=CC2=C(C=CC=C12)N(C)C)C (N-(4-bromo-3-methyl-5-isoxazolyl)-2-[(5-dimethylamino-1-naphthyl)sulfonylaminocarbonyl]thiophene-3-sulfonamide). The reactants are ClC1=NC(=NC(=C1)C(F)(F)F)C1=NC=CC=C1 (4-chloro-2-(2-pyridinyl)-6-(trifluoromethyl)pyrimidine), C1OC=2C=C(N)C=CC2O1 (3,4-methylenedioxyaniline). Product: C1OC=2C=C(NC3=NC(=NC(=C3)C(F)(F)F)C3=NC=CC=C3)C=CC2O1 (4-(3,4-Methylenedioxyanilino)-2-(2-pyridinyl)-6-(trifluoromethyl)pyrimidine), solid. Isolated yield 35.0%. RXN SMILES: Cl[C:2]1[CH:7]=[C:6]([C:8]([F:11])([F:10])[F:9])[N:5]=[C:4]([C:12]2[CH:17]=[CH:16][CH:15]=[CH:14][N:13]=2)[N:3]=1.[CH2:18]1[O:27][C:26]2[CH:25]=[CH:24][C:22]([NH2:23])=[CH:21][C:20]=2[O:19]1>>[CH2:18]1[O:27][C:26]2[CH:25]=[CH:24][C:22]([NH:23][C:2]3[CH:7]=[C:6]([C:8]([F:11])([F:10])[F:9])[N:5]=[C:4]([C:12]4[CH:17]=[CH:16][CH:15]=[CH:14][N:13]=4)[N:3]=3)=[CH:21][C:20]=2[O:19]1. Procedure: The title compound was prepared from a mixture of 4-chloro-2-(2-pyridinyl)-6-(trifluoromethyl)pyrimidine (50 mg, 0.193 mmol) and 3,4-methylenedioxyaniline (53 mg, 0.386 mmol) similar to Example 58 and isolated as a purple solid (24 mg, 35%). 1H NMR (CDCl3): 8.85–8.83 (m, 1H), 8.57–8.54 (m, 1H), 7.90–7.84 (m, 1H), 7.45–7.41 (m, 1H), 7.39 (s, 1H), 6.87 (d, J=8.1 Hz, 1H), 6.84 (s, 1H), 6.80 (s, 1H), 6.77 (dd, J=2.1, 8.1 Hz, 1H), 6.05 (s, 2H).